describe an organic reaction: reactants, conditions, products, and yield From a dataset of the Open Reaction Database (ORD), a public repository of structured organic reaction records. The reactants are CCOC(=O)CCN(Cc1ccccc1)c1nc(SC)nc(Cl)c1C(=O)OCC, [Li]CCCC, CC(C)NC(C)C, C1CCOC1, O. The product is CCOC(=O)C1CN(Cc2ccccc2)c2nc(SC)nc(Cl)c2C1=O. As a reaction SMILES: [CH2:13]([c:14]1[cH:15][cH:16][cH:17][cH:18][cH:19]1)[N:20]([c:21]1[n:22][c:23]([S:33][CH3:34])[n:24][c:25]([Cl:32])[c:26]1[C:27]([O:29][CH2:28][CH3:30])=[O:31])[CH2:35][CH2:36][C:37](=[O:38])[O:39][CH2:40][CH3:41].[CH3:8][CH2:9][CH2:10][CH2:11][Li:12].[CH:1]([NH:2][CH:3]([CH3:4])[CH3:5])([CH3:6])[CH3:7].[O:43]1[CH2:44][CH2:45][CH2:46][CH2:47]1.[OH2:42]>>[CH2:13]([c:14]1[cH:15][cH:16][cH:17][cH:18][cH:19]1)[N:20]1[c:21]2[n:22][c:23]([S:33][CH3:34])[n:24][c:25]([Cl:32])[c:26]2[C:27](=[O:29])[CH:36]([C:37](=[O:38])[O:39][CH2:40][CH3:41])[CH2:35]1.